Dataset: the Open Reaction Database (ORD), a public repository of structured organic reaction records. Task: describe an organic reaction: reactants, conditions, products, and yield RXN SMILES: [BH4-:32].[CH3:34][CH2:35][OH:36].[F:1][c:2]1[cH:3][cH:4][c:5]([C:28]([F:29])([F:30])[F:31])[c:6]([C:8]2([S:15](=[O:16])(=[O:17])[c:18]3[cH:19][cH:20][c:21]([C:24]([F:25])([F:26])[F:27])[cH:22][cH:23]3)[CH2:9][CH2:10][C:11](=[O:14])[CH2:12][CH2:13]2)[cH:7]1.[Na+:33]>>[F:1][c:2]1[cH:3][cH:4][c:5]([C:28]([F:29])([F:30])[F:31])[c:6]([C:8]2([S:15](=[O:16])(=[O:17])[c:18]3[cH:19][cH:20][c:21]([C:24]([F:25])([F:26])[F:27])[cH:22][cH:23]3)[CH2:9][CH2:10][CH:11]([OH:14])[CH2:12][CH2:13]2)[cH:7]1. Starting materials: [BH4-], CCO, O=C1CCC(c2cc(F)ccc2C(F)(F)F)(S(=O)(=O)c2ccc(C(F)(F)F)cc2)CC1, [Na+]. Product: O=S(=O)(c1ccc(C(F)(F)F)cc1)C1(c2cc(F)ccc2C(F)(F)F)CCC(O)CC1. The reactants are C1(=CC=CC=C1)P(C1=CC=CC=C1)C1=CC=CC=C1 (triphenylphosphine), BrN1C(CCC1=O)=O (N-bromosuccinimide), ClC=1C=C(C=CC1F)CCCO (3-(3-chloro-4-fluorophenyl)-1-propanol). Solvent: C(Cl)Cl (methylene chloride). Yields the product BrCCCC1=CC(=C(C=C1)F)Cl (1-(3-bromopropyl)-3-chloro-4-fluorobenzene). Isolated yield 92.9%. As a reaction SMILES: [Cl:1][C:2]1[CH:3]=[C:4]([CH2:9][CH2:10][CH2:11]O)[CH:5]=[CH:6][C:7]=1[F:8].C1(P(C2C=CC=CC=2)C2C=CC=CC=2)C=CC=CC=1.[Br:32]N1C(=O)CCC1=O>C(Cl)Cl>[Br:32][CH2:11][CH2:10][CH2:9][C:4]1[CH:5]=[CH:6][C:7]([F:8])=[C:2]([Cl:1])[CH:3]=1. Procedure details: Compound 61-2 (2.47 g) was dissolved in methylene chloride (20 ml), triphenylphosphine (3.78 g) and N-bromosuccinimide (2.56 g) were added under ice-cooling, and the mixture was stirred under ice-cooling for 1 hr. The reaction mixture was washed with water and saturated brine, and dried over anhydrous magnesium sulfate. The solvent was evaporated under reduced pressure. Diethyl ether (100 ml) was added, and the precipitated triphenylphosphine oxide was filtered off. The concentrate of the filtra... Solvent: O1CCCC1 (tetrahydrofuran). The reactants are C(C1=CC=CC=C1)OC1=C(C=C2C=C(NC2=C1)C(=O)OC)[N+](=O)[O-] (methyl 6-benzyloxy-5-nitro-indole-2-carboxylate). Reaction conditions: time 5 hour. RXN SMILES: C([O:8][C:9]1[CH:17]=[C:16]2[C:12]([CH:13]=[C:14]([C:18]([O:20][CH3:21])=[O:19])[NH:15]2)=[CH:11][C:10]=1[N+:22]([O-])=O)C1C=CC=CC=1>[Pd].O1CCCC1>[NH2:22][C:10]1[CH:11]=[C:12]2[C:16](=[CH:17][C:9]=1[OH:8])[NH:15][C:14]([C:18]([O:20][CH3:21])=[O:19])=[CH:13]2. Yields the product NC=1C=C2C=C(NC2=CC1O)C(=O)OC (Methyl 5-amino-6-hydroxy-indole-2-carboxylate). Reagents/catalysts: [Pd] (Pd/C). Reported procedure: A mixture of 0.67 g (2.0 mmol) of methyl 6-benzyloxy-5-nitro-indole-2-carboxylate, 60 ml of tetrahydrofuran and 0.1 g of 10% Pd/C catalyst is hydogenated for 5 h. The catalyst is filtered off and the filtrate containing the title compound is used immediately in the next step. Reactants: C(C)OC(C[C@H](C1=CC=CC=C1)N1C2=NC(=NC=C2NC1=O)C1CC1)=O ((R)-3-(2-cyclopropyl-8-oxo-7,8-dihydro-purin-9-yl)-3-phenyl-propionic acid ethyl ester), C(=O)([O-])[O-].[K+].[K+] (K2CO3), [I-].CN1C=C(C2=C(C=CC=C12)C)C[N+](C)(C)C ((1,4-Dimethyl-1H-indol-3-ylmethyl)-trimethyl-ammonium iodide). The solvent is CN(C)C=O (DMF), C(C)(=O)OCC (ethyl acetate). Conditions: temperature 100 celsius. The product is C(C)OC(C[C@H](C1=CC=CC=C1)N1C2=NC(=NC=C2N(C1=O)CC1=CN(C2=CC=CC(=C12)C)C)C1CC1)=O ((R)-3-[2-Cyclopropyl-7-(1,4-dimethyl-1H-indol-3-ylmethyl)-8-oxo-7,8-dihydro-purin-9-yl]-3-phenyl-propionic acid ethyl ester). The yield is 50.9%. Reaction SMILES: [CH2:1]([O:3][C:4](=[O:26])[CH2:5][C@@H:6]([N:13]1[C:21](=[O:22])[NH:20][C:19]2[C:14]1=[N:15][C:16]([CH:23]1[CH2:25][CH2:24]1)=[N:17][CH:18]=2)[C:7]1[CH:12]=[CH:11][CH:10]=[CH:9][CH:8]=1)[CH3:2].C([O-])([O-])=O.[K+].[K+].[I-].[CH3:34][N:35]1[C:43]2[C:38](=[C:39]([CH3:44])[CH:40]=[CH:41][CH:42]=2)[C:37]([CH2:45][N+](C)(C)C)=[CH:36]1>CN(C=O)C.C(OCC)(=O)C>[CH2:1]([O:3][C:4](=[O:26])[CH2:5][C@@H:6]([N:13]1[C:21](=[O:22])[N:20]([CH2:45][C:37]2[C:38]3[C:43](=[CH:42][CH:41]=[CH:40][C:39]=3[CH3:44])[N:35]([CH3:34])[CH:36]=2)[C:19]2[C:14]1=[N:15][C:16]([CH:23]1[CH2:24][CH2:25]1)=[N:17][CH:18]=2)[C:7]1[CH:8]=[CH:9][CH:10]=[CH:11][CH:12]=1)[CH3:2] |f:1.2.3,4.5|. Procedure details: To a solution of (R)-3-(2-cyclopropyl-8-oxo-7,8-dihydro-purin-9-yl)-3-phenyl-propionic acid ethyl ester (313 mg, 0.89 mmol) in DMF (5 ml) were added K2CO3 (234 mg, 1.7 mmol) and (1,4-Dimethyl-1H-indol-3-ylmethyl)-trimethyl-ammonium iodide (275 mg, 1.27 mmol). The reaction mixture was heated to 100° C. for 4 hours. The reaction mixture was therefore diluted with ethyl acetate and washed with water (×4). The organic phase was dried over MgSO4 and concentrated. The resulting residue was purified by... Reactants: CC(C)(C)NC(=O)C1CC(Cl)CN1C(=O)C(O)C(Cc1ccccc1)NC(=O)C(CC(N)=O)NC(=O)OC(C)(C)C, COc1cccc2cc(C(=O)O)oc12. The product is COc1cccc2cc(C(=O)NC(CC(N)=O)C(=O)NC(Cc3ccccc3)C(O)C(=O)N3CC(Cl)CC3C(=O)NC(C)(C)C)oc12. As a reaction SMILES: [C:1]([O:2][C:6](=[O:7])[NH:8][CH:9]([CH2:10][C:11]([NH2:12])=[O:13])[C:14](=[O:15])[NH:16][CH:17]([CH:18]([C:19](=[O:20])[N:21]1[CH:22]([C:23](=[O:24])[NH:25][C:26]([CH3:27])([CH3:28])[CH3:29])[CH2:30][CH:31]([Cl:33])[CH2:32]1)[OH:34])[CH2:35][c:36]1[cH:37][cH:38][cH:39][cH:40][cH:41]1)([CH3:3])([CH3:4])[CH3:5].[CH3:42][O:43][c:44]1[cH:45][cH:46][cH:47][c:48]2[cH:49][c:50]([C:53]([OH:54])=[O:55])[o:51][c:52]12>>[C:6](=[O:7])([NH:8][CH:9]([CH2:10][C:11]([NH2:12])=[O:13])[C:14](=[O:15])[NH:16][CH:17]([CH:18]([C:19](=[O:20])[N:21]1[CH:22]([C:23](=[O:24])[NH:25][C:26]([CH3:27])([CH3:28])[CH3:29])[CH2:30][CH:31]([Cl:33])[CH2:32]1)[OH:34])[CH2:35][c:36]1[cH:37][cH:38][cH:39][cH:40][cH:41]1)[c:50]1[cH:49][c:48]2[cH:47][cH:46][cH:45][c:44]([O:43][CH3:42])[c:52]2[o:51]1. Reactants: ClCCl, CC(C)(C)OC(=O)c1cc(-c2ccc(F)cc2F)nc(C(O)C(F)(F)F)c1, O=C(O)C(F)(F)F. Yields the product O=C(O)c1cc(-c2ccc(F)cc2F)nc(C(O)C(F)(F)F)c1. Reaction SMILES: [Cl:35][CH2:36][Cl:37].[F:1][c:2]1[c:3](-[c:9]2[cH:10][c:11]([C:12](=[O:13])[O:14][C:15]([CH3:16])([CH3:17])[CH3:18])[cH:19][c:20]([CH:22]([C:23]([F:24])([F:25])[F:26])[OH:27])[n:21]2)[cH:4][cH:5][c:6]([F:8])[cH:7]1.[OH:28][C:29]([C:30]([F:31])([F:32])[F:33])=[O:34]>>[F:1][c:2]1[c:3](-[c:9]2[cH:10][c:11]([C:12](=[O:13])[OH:14])[cH:19][c:20]([CH:22]([C:23]([F:24])([F:25])[F:26])[OH:27])[n:21]2)[cH:4][cH:5][c:6]([F:8])[cH:7]1. Reactants: C1(CCCCC1)C1=CC=C(C=C1)CCC1CN=C(O1)N (5-[2-(4-cyclohexyl-phenyl)-ethyl]-4,5-dihydro-oxazol-2-ylamine), C(C#C)(=O)OCC (ethyl propiolate), 6h. Solvent: C(C)O (ethanol). Yields the product C1(CCCCC1)C1=CC=C(C=C1)CCC1CN2C(=NC(C=C2)=O)O1 (2-[2-(4-Cyclohexyl-phenyl)-ethyl]-2,3-dihydro-oxazolo[3,2-a]pyrimidin-7-one). Yield: 43.8%. RXN SMILES: [CH:1]1([C:7]2[CH:12]=[CH:11][C:10]([CH2:13][CH2:14][CH:15]3[O:19][C:18]([NH2:20])=[N:17][CH2:16]3)=[CH:9][CH:8]=2)[CH2:6][CH2:5][CH2:4][CH2:3][CH2:2]1.[C:21](OCC)(=[O:24])[C:22]#[CH:23]>C(O)C>[CH:1]1([C:7]2[CH:12]=[CH:11][C:10]([CH2:13][CH2:14][CH:15]3[O:19][C:18]4=[N:20][C:21](=[O:24])[CH:22]=[CH:23][N:17]4[CH2:16]3)=[CH:9][CH:8]=2)[CH2:6][CH2:5][CH2:4][CH2:3][CH2:2]1. Procedure details: To a stirred solution of 5-[2-(4-cyclohexyl-phenyl)-ethyl]-4,5-dihydro-oxazol-2-ylamine (0.134 g, 0.493 mmol) in 5 ml of ethanol was added 50 μL (0.494 mmol) of ethyl propiolate. The mixture was stirred at 80° C. for 6h and allowed to cool to room temperature. The mixture was concentrated to a solid which was purified by chromatography on silica gel eluting with ethyl acetate followed by methanol/ammonia/dichloromethane to provide 70 mg of the title compound.